From a dataset of the Open Reaction Database (ORD), a public repository of structured organic reaction records. describe an organic reaction: reactants, conditions, products, and yield The reactants are C(C)(C)(C)OC(NC1C(C1)C1=CC=C(C=C1)F)=O ([2-(4-fluoro-phenyl)-cyclopropyl]-carbamic acid tert-butyl ester), Cl (HCl). Solvent: O1CCOCC1 (1,4-dioxane). The product is FC1=CC=C(C=C1)C1C(C1)N (2-(4-fluoro-phenyl)-cyclopropylamine). Reaction SMILES: C(OC(=O)[NH:7][CH:8]1[CH2:10][CH:9]1[C:11]1[CH:16]=[CH:15][C:14]([F:17])=[CH:13][CH:12]=1)(C)(C)C.Cl>O1CCOCC1>[F:17][C:14]1[CH:13]=[CH:12][C:11]([CH:9]2[CH2:10][CH:8]2[NH2:7])=[CH:16][CH:15]=1. Reported procedure: In a round flask was added [2-(4-fluoro-phenyl)-cyclopropyl]-carbamic acid tert-butyl ester (350 mg) and 4N HCl in 1,4-dioxane (3 mL) for 2 hours. The reaction mixture was concentrated by rotavaping to obtain the crude product of 270 mg as white solid. LC-MS m/e 152 (MH+). The crude product was directly used for next step. The reactants are IC1=C(C=NC=C1)N(C(C1=CC(=CC(=C1)C(F)(F)F)C(F)(F)F)=O)C (N-(4-iodo-pyridin-3-yl)-N-methyl-3,5-bis-trifluoromethyl-benzamide), ClC=1C(=C(C=CC1)B(O)O)F (3-chloro-2-fluorophenylboronic acid). Solvent: CCCCCCC.CCOC(=O)C (n-heptane EtOAc). The product is ClC=1C(=C(C=CC1)C1=C(C=NC=C1)N(C(C1=CC(=CC(=C1)C(F)(F)F)C(F)(F)F)=O)C)F (N-[4-(3-Chloro-2-fluoro-phenyl)-pyridin-3-yl]-N-methyl-3,5-bis-trifluoromethyl-benzamide). Reaction SMILES: I[C:2]1[CH:7]=[CH:6][N:5]=[CH:4][C:3]=1[N:8]([CH3:25])[C:9](=[O:24])[C:10]1[CH:15]=[C:14]([C:16]([F:19])([F:18])[F:17])[CH:13]=[C:12]([C:20]([F:23])([F:22])[F:21])[CH:11]=1.[Cl:26][C:27]1[C:28]([F:36])=[C:29](B(O)O)[CH:30]=[CH:31][CH:32]=1>CCCCCCC.CCOC(C)=O>[Cl:26][C:27]1[C:28]([F:36])=[C:29]([C:2]2[CH:7]=[CH:6][N:5]=[CH:4][C:3]=2[N:8]([CH3:25])[C:9](=[O:24])[C:10]2[CH:15]=[C:14]([C:16]([F:19])([F:18])[F:17])[CH:13]=[C:12]([C:20]([F:23])([F:22])[F:21])[CH:11]=2)[CH:30]=[CH:31][CH:32]=1 |f:2.3|. Procedure: The title compound was prepared in analogy to example 72, from N-(4-iodo-pyridin-3-yl)-N-methyl-3,5-bis-trifluoromethyl-benzamide (example 98, intermediate a) and 3-chloro-2-fluorophenylboronic acid (CAS RN 352535-82-1) and using a gradient of n-heptane:EtOAc (100:0 to 30:70) for the chromatographic purification. Light yellow oil (64%). MS (ESI): m/z=477.061 [M+H]+. The reactants are CCCCO, CCOC(C)=O, Fc1cc(F)c(-c2nc3occn3c2-c2ccc(Cl)nn2)cc1F, NN, O, O. The product is NNc1ccc(-c2c(-c3cc(F)c(F)cc3F)nc3occn23)nn1. As a reaction SMILES: [CH2:25]([OH:26])[CH2:27][CH2:28][CH3:29].[CH3:34][CH2:35][O:36][C:37]([CH3:38])=[O:39].[Cl:1][c:2]1[cH:3][cH:4][c:5](-[c:8]2[c:9](-[c:16]3[c:17]([F:24])[cH:18][c:19]([F:23])[c:20]([F:22])[cH:21]3)[n:10][c:11]3[o:12][cH:13][cH:14][n:15]23)[n:6][n:7]1.[NH2:31][NH2:32].[OH2:30].[OH2:33]>>[c:2]1([NH:31][NH2:32])[cH:3][cH:4][c:5](-[c:8]2[c:9](-[c:16]3[c:17]([F:24])[cH:18][c:19]([F:23])[c:20]([F:22])[cH:21]3)[n:10][c:11]3[o:12][cH:13][cH:14][n:15]23)[n:6][n:7]1.